This data is from the Open Reaction Database (ORD), a public repository of structured organic reaction records. The task is: describe an organic reaction: reactants, conditions, products, and yield Starting materials: [N-]=[N+]=[N-].[Na+] (sodium azide), BrC1C=CC(C1)=O (4-bromocyclopent-2-enone). Solvent: CN(C=O)C (dimethylformamide), C(C)(=O)OCC (ethyl acetate), CN(C=O)C (dimethyl-formamide). Run at temperature 0 celsius, time 30 minute. The product is N(=[N+]=[N-])C1C=CC(C1)=O (4-azidocyclopent-2-enone). Isolated yield 71.1%. RXN SMILES: [N-:1]=[N+:2]=[N-:3].[Na+].Br[CH:6]1[CH2:10][C:9](=[O:11])[CH:8]=[CH:7]1>CN(C)C=O.C(OCC)(=O)C>[N:1]([CH:6]1[CH2:10][C:9](=[O:11])[CH:8]=[CH:7]1)=[N+:2]=[N-:3] |f:0.1|. Procedure: To a solution of sodium azide (2.12 g, 32.6 mmol) in dimethylformamide (15 mL) cooled to 0° C. was added dropwise with stirring 4-bromocyclopent-2-enone (DePuy, C. H.; Isaks, M.; Eilers, K. L.; Morris, G. F. J. Org. Chem. 1964. 29, 3503; 3.5 g, 21.7 mmol) in dimethyl-formamide (5 mL) over a period of 5 min. The reaction mixture was stirred at 0° C. for 30 min and diluted with ethyl acetate (20 mL). The reaction mixture was washed with water (2×20 mL) and brine (20 mL), dried (MgSO4), filtered, a... The reactants are C1CCOC1, Cl, COC(=O)c1nccc(Sc2cnc(Nc3ccc(CO)cn3)s2)c1F, [Na+], [OH-], O. Product: O=C(O)c1nccc(Sc2cnc(Nc3ccc(CO)cn3)s2)c1F. RXN SMILES: [CH2:31]1[O:32][CH2:33][CH2:34][CH2:35]1.[ClH:30].[F:1][c:2]1[c:3]([C:23](=[O:24])[O:25][CH3:26])[n:4][cH:5][cH:6][c:7]1[S:8][c:9]1[cH:10][n:11][c:12]([NH:14][c:15]2[n:16][cH:17][c:18]([CH2:21][OH:22])[cH:19][cH:20]2)[s:13]1.[Na+:28].[OH-:27].[OH2:29]>>[F:1][c:2]1[c:3]([C:23](=[O:24])[OH:25])[n:4][cH:5][cH:6][c:7]1[S:8][c:9]1[cH:10][n:11][c:12]([NH:14][c:15]2[n:16][cH:17][c:18]([CH2:21][OH:22])[cH:19][cH:20]2)[s:13]1. Reactants: C(CCCC)C1(CSC(C(O1)=O)CC(=O)O)C (6-pentyl-6-methyl-2-oxo-1,4-oxathiane-3-acetic acid), [N+](=[N-])=C (diazomethane). The solvent is C(C)OCC (diethyl ether). Product: COC(CC1C(OC(CS1)(C)CCCCC)=O)=O (6-pentyl-6-methyl-2-oxo-1,4-oxathiane-3-acetic acid methyl ester). RXN SMILES: [CH2:1]([C:6]1([CH3:17])[O:11][C:10](=[O:12])[CH:9]([CH2:13][C:14]([OH:16])=[O:15])[S:8][CH2:7]1)[CH2:2][CH2:3][CH2:4][CH3:5].[N+](=[CH2:20])=[N-]>C(OCC)C>[CH3:20][O:15][C:14](=[O:16])[CH2:13][CH:9]1[S:8][CH2:7][C:6]([CH2:1][CH2:2][CH2:3][CH2:4][CH3:5])([CH3:17])[O:11][C:10]1=[O:12]. Reported procedure: To 4.7 g of 6-pentyl-6-methyl-2-oxo-1,4-oxathiane-3-acetic acid, dissolved in 50 ml of diethyl ether, there is added dropwise, with stirring and ice cooling, ethereal diazomethane solution, until a pale yellow color just remained. After the usual working up, 6-pentyl-6-methyl-2-oxo-1,4-oxathiane-3-acetic acid methyl ester is obtained: